Dataset: the Open Reaction Database (ORD), a public repository of structured organic reaction records. Task: describe an organic reaction: reactants, conditions, products, and yield Reactants: OC1=C(C=CC(=C1)CNC=C1C(NC(C2=CC=C(C=C12)I)=O)=O)C1=CC=CC=C1 (4-{[(2-Hydroxy-biphenyl-4-ylmethyl)-amino]-methylene}-6-iodo-4H-isoquinoline-1,3-dione), IC=1C=C2C(C(NC(C2=CC1)=O)=O)=COC (6-iodo-4-methoxymethylene-4H-isoquinoline-1,3-dione), NCC=1C=CC(=C(C1)O)C1=NC=CC=C1 (5-Aminomethyl-2-pyridin-2-yl-phenol). The product is OC=1C=C(CNC=C2C(NC(C3=CC=C(C=C23)I)=O)=O)C=CC1C1=CC=NC=C1 (4-[(3-Hydroxy-4-pyridin-4-yl-benzylamino)-methylene]-6-iodo-4H-isoquinoline-1,3-dione). Isolated yield 40.0%. RXN SMILES: [OH:1][C:2]1[CH:7]=[C:6]([CH2:8][NH:9][CH:10]=[C:11]2[C:20]3[C:15](=[CH:16][CH:17]=[C:18]([I:21])[CH:19]=3)[C:14](=[O:22])[NH:13][C:12]2=[O:23])[CH:5]=[CH:4][C:3]=1[C:24]1[CH:29]=[CH:28]C=[CH:26][CH:25]=1.IC1C=C2C(=CC=1)C(=O)[NH:36]C(=O)C2=COC.NCC1C=CC(C2C=CC=CN=2)=C(O)C=1>>[OH:1][C:2]1[CH:7]=[C:6]([CH:5]=[CH:4][C:3]=1[C:24]1[CH:29]=[CH:28][N:36]=[CH:26][CH:25]=1)[CH2:8][NH:9][CH:10]=[C:11]1[C:20]2[C:15](=[CH:16][CH:17]=[C:18]([I:21])[CH:19]=2)[C:14](=[O:22])[NH:13][C:12]1=[O:23]. Reported procedure: Following the same procedure for the preparation of 4-{[(2-Hydroxy-biphenyl-4-ylmethyl)-amino]-methylene}-6-iodo-4H-isoquinoline-1,3-dione, the title compound is prepared from 6-iodo-4-methoxymethylene-4H-isoquinoline-1,3-dione (50 mg, 0.15 mmol) and 5-Aminomethyl-2-pyridin-2-yl-phenol (40 mg, 0.20 mmol) in 40% yield: MS (ESI): 498.1 (M+1)+1.